This data is from the Open Reaction Database (ORD), a public repository of structured organic reaction records. The task is: describe an organic reaction: reactants, conditions, products, and yield The reactants are O=Cc1cc2c(cc1OCc1ccccc1)OCCO2, CCOC(C)=O, CC#N, [O-][Cl+][O-], Cl, [Na+], [Na+], O, O, O, OO, O=P([O-])(O)O. The product is O=C(O)c1cc2c(cc1OCc1ccccc1)OCCO2. RXN SMILES: [CH2:9]([c:10]1[cH:11][cH:12][cH:13][cH:14][cH:15]1)[O:16][c:17]1[c:18]([CH:27]=[O:28])[cH:19][c:20]2[c:21]([cH:26]1)[O:22][CH2:23][CH2:24][O:25]2.[CH3:36][CH2:37][O:38][C:39](=[O:40])[CH3:41].[CH3:43][C:44]#[N:45].[Cl+:31]([O-:32])[O-:33].[ClH:35].[Na+:34].[Na+:8].[OH2:1].[OH2:2].[OH2:42].[OH:29][OH:30].[P:3]([O-:4])([OH:5])([OH:6])=[O:7]>>[CH2:9]([c:10]1[cH:11][cH:12][cH:13][cH:14][cH:15]1)[O:16][c:17]1[c:18]([C:27](=[O:28])[OH:32])[cH:19][c:20]2[c:21]([cH:26]1)[O:22][CH2:23][CH2:24][O:25]2. The reactants are CCCS(=O)(=O)[O-], Nc1nc2c(s1)CC(N)CC2. Yields the product CCCNC1CCc2nc(N)sc2C1. Reaction SMILES: [CH2:1]([CH2:2][CH3:3])[S:4]([O-:5])(=[O:6])=[O:7].[NH2:8][c:9]1[s:10][c:11]2[c:12]([n:13]1)[CH2:14][CH2:15][CH:16]([NH2:18])[CH2:17]2>>[CH2:1]([CH2:2][CH3:3])[NH:18][CH:16]1[CH2:15][CH2:14][c:12]2[c:11]([s:10][c:9]([NH2:8])[n:13]2)[CH2:17]1. The reactants are [H-].[Na+] (sodium hydride), N1C=NC=C1 (Imidazole), C(C)(=O)NCC1CC(=NO1)C1=CC(=C(C=C1)F)F ((-)-5-(acetamidomethyl)-3-(3,4-difluorophenyl)-isoxazoline). The solvent is CN(C=O)C (dimethylformamide), one, C(C)(=O)OCC (ethyl acetate). Conditions: temperature 0 celsius, time 20 minute. Product: FC=1C=C(C=CC1N1C=NC=C1)C1=NOC(C1)CNC(C)=O ((-)-N-[[3-[3-Fluoro-4-(1H-imidazol-1-yl)phenyl]-4,5-dihydro-5-isoxazolyl]methyl]acetamide). Yield: 28.2%. Reaction SMILES: [NH:1]1[CH:5]=[CH:4][N:3]=[CH:2]1.[H-].[Na+].[C:8]([NH:11][CH2:12][CH:13]1[O:17][N:16]=[C:15]([C:18]2[CH:23]=[CH:22][C:21](F)=[C:20]([F:25])[CH:19]=2)[CH2:14]1)(=[O:10])[CH3:9]>CN(C)C=O.C(OCC)(=O)C>[F:25][C:20]1[CH:19]=[C:18]([C:15]2[CH2:14][CH:13]([CH2:12][NH:11][C:8](=[O:10])[CH3:9])[O:17][N:16]=2)[CH:23]=[CH:22][C:21]=1[N:1]1[CH:5]=[CH:4][N:3]=[CH:2]1 |f:1.2|. Procedure details: Imidazole (225 mg) is dissolved in 5 ml dimethylformamide in a 25 ml one neck round bottom flask under nitrogen. The solution is cooled to 0° C., is treated with 60% sodium hydride (132 mg), and the mixture is stirred 20 minutes at room temperature. The solution is treated with (-)-5-(acetamidomethyl)-3-(3,4-difluorophenyl)-isoxazoline (Step 1, Example 11) (763 mg), and the reaction is stirred 6 hours at 65° C. The reaction is cooled, is diluted with 25 ml ethyl acetate, and is washed with 4×25 ... Solvent: CO (methanol). Starting materials: C(C1=CC=CC=C1)N1CCC(CC1)(N(NC(=O)OC(C)(C)C)C(=O)OC(C)(C)C)C(=O)OCC (ethyl 1-benzyl-4-(N,N'-di-tert-butyloxycarbonylhydrazino)piperidin-4-yl-carboxylate), Cl.CO (HCl methanol). The yield is 90.0%. RXN SMILES: [CH2:1]([N:8]1[CH2:13][CH2:12][C:11]([C:30]([O:32][CH2:33][CH3:34])=[O:31])([N:14](C(OC(C)(C)C)=O)[NH:15]C(OC(C)(C)C)=O)[CH2:10][CH2:9]1)[C:2]1[CH:7]=[CH:6][CH:5]=[CH:4][CH:3]=1.[ClH:35].CO>CO>[ClH:35].[ClH:35].[CH2:1]([N:8]1[CH2:9][CH2:10][C:11]([C:30]([O:32][CH2:33][CH3:34])=[O:31])([NH:14][NH2:15])[CH2:12][CH2:13]1)[C:2]1[CH:3]=[CH:4][CH:5]=[CH:6][CH:7]=1 |f:1.2,4.5.6|. Yields the product Cl.Cl.C(C1=CC=CC=C1)N1CCC(CC1)(NN)C(=O)OCC (Ethyl 1-benzyl-4-hydrazinopiperidin-4-yl-carboxylate dihydrochloride salt). Procedure: A solution of ethyl 1-benzyl-4-(N,N'-di-tert-butyloxycarbonylhydrazino)piperidin-4-yl-carboxylate (D26, 14.2 g, 0.030 mol) in methanol (50 ml) was treated with 10% HCl/methanol (100 ml) and heated under reflux for 2 h. The solution was concentrated in vacuo and the residue treated with dry toluene (80 ml) and again concentrated in vacuo to remove any traces of moisture. The residue was trituated with ether and the material filtered off and immediately placed in a vacuum dessicator to give the ti... Reactants: NCCCNC1=NSC2=C1C=CC(=C2)S(=O)(=O)NC(C)(C)C (3-(3-aminopropylamino)-N-tert-butylbenzo[d]isothiazole-6-sulfonamide), IC1=CC=C(C(=O)O)C=C1 (4-iodobenzoic acid), C(#N)P(OCC)(OCC)=O (diethyl cyanophosphonate), CN1CCOCC1 (4-methylmorpholine). Run in C(Cl)Cl (methylene chloride), C(Cl)Cl (methylene chloride), C(Cl)Cl (methylene chloride). Run at time 15 minute. Product: C(C)(C)(C)NS(=O)(=O)C1=CC2=C(C(=NS2)NCCCNC(C2=CC=C(C=C2)I)=O)C=C1 (N-(3-(6-(N-tert-butylsulfamoyl)benzo[d]isothiazol-3-ylamino)propyl)-4-iodobenzamide). Yield: 62.9%. Reaction SMILES: [I:1][C:2]1[CH:10]=[CH:9][C:5]([C:6]([OH:8])=O)=[CH:4][CH:3]=1.C(P(=O)(OCC)OCC)#N.CN1CCOCC1.[NH2:28][CH2:29][CH2:30][CH2:31][NH:32][C:33]1[C:37]2[CH:38]=[CH:39][C:40]([S:42]([NH:45][C:46]([CH3:49])([CH3:48])[CH3:47])(=[O:44])=[O:43])=[CH:41][C:36]=2[S:35][N:34]=1>C(Cl)Cl>[C:46]([NH:45][S:42]([C:40]1[CH:39]=[CH:38][C:37]2[C:33]([NH:32][CH2:31][CH2:30][CH2:29][NH:28][C:6](=[O:8])[C:5]3[CH:4]=[CH:3][C:2]([I:1])=[CH:10][CH:9]=3)=[N:34][S:35][C:36]=2[CH:41]=1)(=[O:44])=[O:43])([CH3:49])([CH3:47])[CH3:48]. Procedure details: To a solution of 4-iodobenzoic acid (181 mg, 0.7 mmol) in methylene chloride (2 mL), diethyl cyanophosphonate (115 μL, 0.8 mmol) and 4-methylmorpholine (160 μL, 1.5 mmol) were added at room temperature and allowed to stir for 15 min. A solution of 3-(3-aminopropylamino)-N-tert-butylbenzo[d]isothiazole-6-sulfonamide (238 mg, 0.7 mmol) in methylene chloride (4 mL) was then added and the resulting reaction mixture was allowed to stir overnight. The reaction mixture with diluted with methylene chlor... The reactants are COc1cc(N)c([N+](=O)[O-])cc1N, O=C(Cl)OCCCl. The product is COc1cc(N)c([N+](=O)[O-])cc1NC(=O)OCCCl. Reaction SMILES: [CH3:1][O:2][c:3]1[c:4]([NH2:13])[cH:5][c:6]([N+:10](=[O:11])[O-:12])[c:7]([NH2:9])[cH:8]1.[Cl:14][C:15](=[O:16])[O:17][CH2:18][CH2:19][Cl:20]>>[CH3:1][O:2][c:3]1[c:4]([NH:13][C:15](=[O:16])[O:17][CH2:18][CH2:19][Cl:20])[cH:5][c:6]([N+:10](=[O:11])[O-:12])[c:7]([NH2:9])[cH:8]1.